The task is: describe an organic reaction: reactants, conditions, products, and yield. This data is from the Open Reaction Database (ORD), a public repository of structured organic reaction records. Reactants: BrCCC1=CC(=CC=C1)[N+](=O)[O-] (1-(2-bromoethyl)-3-nitrobenzene), 1-(piperazin-1-yl), [N+](=O)([O-])C1=CC=C(C=C1)CCN1C2CN(CC1CC2)C(CC2=CC=C(C=C2)N2N=NN=C2)=O (1-{8-[2-(4-nitrophenyl)ethyl]-3,8-diazabicyclo[3.2.1]oct-3-yl}-2-[4-(1H-tetrazol-1-yl)phenyl]ethanone). The product is [N+](=O)([O-])C=1C=C(C=CC1)CCN1CCN(CC1)C(CC1=CC=C(C=C1)N1N=NN=C1)=O (1-{4-[2-(3-Nitrophenyl)ethyl]piperazin-1-yl}-2-[4-(1H-tetrazol-1-yl)phenyl]ethanone). RXN SMILES: Br[CH2:2][CH2:3][C:4]1[CH:9]=[CH:8][CH:7]=[C:6]([N+:10]([O-:12])=[O:11])[CH:5]=1.[N+](C1C=CC(CC[N:24]2[CH:29]3CC[CH:25]2[CH2:26][N:27]([C:32](=[O:45])[CH2:33][C:34]2[CH:39]=[CH:38][C:37]([N:40]4[CH:44]=[N:43][N:42]=[N:41]4)=[CH:36][CH:35]=2)[CH2:28]3)=CC=1)([O-])=O>>[N+:10]([C:6]1[CH:5]=[C:4]([CH2:3][CH2:2][N:24]2[CH2:25][CH2:26][N:27]([C:32](=[O:45])[CH2:33][C:34]3[CH:35]=[CH:36][C:37]([N:40]4[CH:44]=[N:43][N:42]=[N:41]4)=[CH:38][CH:39]=3)[CH2:28][CH2:29]2)[CH:9]=[CH:8][CH:7]=1)([O-:12])=[O:11]. Procedure: 1-{4-[2-(3-Nitrophenyl)ethyl]piperazin-1-yl}-2-[4-(1H-tetrazol-1-yl)phenyl]ethanone was prepared from 1-(2-bromoethyl)-3-nitrobenzene and 1-(piperazin-1-yl)-2-[4-(1H-tetrazol-1-ylphenyl]ethanone in an analogous fashion to that described for the synthesis of 1-{8-[2-(4-nitrophenyl)ethyl]-3,8-diazabicyclo[3.2.1]oct-3-yl}-2-[4-(1H-tetrazol-1-yl)phenyl]ethanone. LC/MS: [(M+1)]+=422. Starting materials: FC1=CC=C(C=C1)O (4-Fluorophenol), [H-].[Na+] (sodium hydride), BrC(C)C1=CC=NC=2N1N=CN2 (7-(1-bromoethyl)-1,2,4-triazolo[1,5-a]pyrimidine). The solvent is COCCOC (1,2-dimethoxyethane), COCCOC (1,2-dimethoxyethane). Conditions: time 30 minute. Yields the product FC1=CC=C(OC(C)C2=CC=NC=3N2N=CN3)C=C1 (7-[1-(4-fluorophenoxy)ethyl]-1,2,4-triazolo[1,5-a]-pyrimidine). Reaction SMILES: [F:1][C:2]1[CH:7]=[CH:6][C:5]([OH:8])=[CH:4][CH:3]=1.[H-].[Na+].Br[CH:12]([C:14]1[N:19]2[N:20]=[CH:21][N:22]=[C:18]2[N:17]=[CH:16][CH:15]=1)[CH3:13]>COCCOC>[F:1][C:2]1[CH:7]=[CH:6][C:5]([O:8][CH:12]([C:14]2[N:19]3[N:20]=[CH:21][N:22]=[C:18]3[N:17]=[CH:16][CH:15]=2)[CH3:13])=[CH:4][CH:3]=1 |f:1.2|. Procedure details: 4-Fluorophenol (1.12 g) was added to a stirred suspension of sodium hydride (0.48 g) in dry 1,2-dimethoxyethane (35 ml). The mixture was stirred at room temperature for 30 minutes, then a solution of 7-(1-bromoethyl)-1,2,4-triazolo[1,5-a]pyrimidine (2.27 g, prepared in a similar manner to that described in Example 6 below) in dry 1,2-dimethoxyethane (85 ml) was added dropwise. The mixture was stirred at room temperature for 24 hours. The sodium bromide was removed from the mixture by filtration.... Reactants: BrC=1C(=NC=C(C(=O)NC2=CC=C(C=C2)OC(F)(F)Cl)C1)N1C[C@@H](CC1)O ((R)-5-bromo-N-(4-(chlorodifluoromethoxy)phenyl)-6-(3-hydroxypyrrolidin-1-yl)nicotinamide), FC1=NC=CC=C1B(O)O ((2-fluoropyridin-3-yl)boronic acid). Yields the product ClC(OC1=CC=C(C=C1)NC(=O)C=1C=C(C(=NC1)N1C[C@@H](CC1)O)C=1C(=NC=CC1)F)(F)F ((R)—N-(4-(Chlorodifluoromethoxy)phenyl)-2′-fluoro-2-(3-hydroxypyrrolidin-1-yl)-[3,3′-bipyridine]-5-carboxamide). RXN SMILES: Br[C:2]1[C:3]([N:22]2[CH2:26][CH2:25][C@@H:24]([OH:27])[CH2:23]2)=[N:4][CH:5]=[C:6]([CH:21]=1)[C:7]([NH:9][C:10]1[CH:15]=[CH:14][C:13]([O:16][C:17]([Cl:20])([F:19])[F:18])=[CH:12][CH:11]=1)=[O:8].[F:28][C:29]1[C:34](B(O)O)=[CH:33][CH:32]=[CH:31][N:30]=1>>[Cl:20][C:17]([F:19])([F:18])[O:16][C:13]1[CH:14]=[CH:15][C:10]([NH:9][C:7]([C:6]2[CH:21]=[C:2]([C:34]3[C:29]([F:28])=[N:30][CH:31]=[CH:32][CH:33]=3)[C:3]([N:22]3[CH2:26][CH2:25][C@@H:24]([OH:27])[CH2:23]3)=[N:4][CH:5]=2)=[O:8])=[CH:11][CH:12]=1. Reported procedure: The title compound was prepared in an analogous fashion to that described in Example 133 using (R)-5-bromo-N-(4-(chlorodifluoromethoxy)phenyl)-6-(3-hydroxypyrrolidin-1-yl)nicotinamide (Stage 171.1) and (2-fluoropyridin-3-yl)boronic acid to afford a white solid. HPLC (Condition 4) tR=5.22 min, UPLC-MS (Condition 3) tR=1.07 min, m/z=479.3 [M+H]+; 1H-NMR (400 MHz, DMSO-d6) δ ppm 1.63-1.76 (m, 1H) 1.78-1.88 (m, 1H) 2.84-2.97 (m, 1H) 3.15 (m, J=4.70 Hz, 2H) 3.31-3.43 (m, 1H) 4.14-4.24 (m, 1H) 4.86 (b... Conditions: temperature 75 celsius. Procedure: A mixture of 1-iodo-3-[3-(4-methyl-piperazin-1-yl)-cyclobutyl]-imidazo[1,5-a]pyrazin-8-ylamine (206 mg, 0.500 mmol) and 4-methyl-2-phenyl-7-(4,4,5,5-tetramethyl-[1,3,2]dioxaborolan-2-yl)-quinoline (190 mg, 0.550 mmol) and cesium carbonate (326 mg, 1.00 mmol) in 1,2-dimethoxyethane (10.0 mL) and water (2.0 mL) was evacuated and refilled with nitrogen (3×), then charged with tetrakis(triphenylphosphine)palladium(0) (58 mg, 0.05 mmol), and the flask was again evacuated and refilled with nitrogen (3... Yields the product N.CO (NH3 MeOH), CC1=CC(=NC2=CC(=CC=C12)C=1N=C(N2C1C(=NC=C2)N)C2CC(C2)N2CCN(CC2)C)C2=CC=CC=C2 (1-(4-Methyl-2-phenyl-quinolin-7-yl)-3-[3-(4-methyl-piperazin-1-yl)-cyclobutyl]-imidazo[1,5-a]pyrazin-8-ylamine). As a reaction SMILES: I[C:2]1[N:3]=[C:4]([CH:12]2[CH2:15][CH:14]([N:16]3[CH2:21][CH2:20][N:19]([CH3:22])[CH2:18][CH2:17]3)[CH2:13]2)[N:5]2[CH:10]=[CH:9][N:8]=[C:7]([NH2:11])[C:6]=12.[CH3:23][C:24]1[C:33]2[C:28](=[CH:29][C:30](B3OC(C)(C)[C:36](C)(C)[O:35]3)=[CH:31][CH:32]=2)[N:27]=[C:26]([C:43]2[CH:48]=[CH:47][CH:46]=[CH:45][CH:44]=2)[CH:25]=1.C(=O)([O-])[O-].[Cs+].[Cs+]>COCCOC.O.C1C=CC([P]([Pd]([P](C2C=CC=CC=2)(C2C=CC=CC=2)C2C=CC=CC=2)([P](C2C=CC=CC=2)(C2C=CC=CC=2)C2C=CC=CC=2)[P](C2C=CC=CC=2)(C2C=CC=CC=2)C2C=CC=CC=2)(C2C=CC=CC=2)C2C=CC=CC=2)=CC=1>[NH3:3].[CH3:36][OH:35].[CH3:23][C:24]1[C:33]2[C:28](=[CH:29][C:30]([C:2]3[N:3]=[C:4]([CH:12]4[CH2:15][CH:14]([N:16]5[CH2:21][CH2:20][N:19]([CH3:22])[CH2:18][CH2:17]5)[CH2:13]4)[N:5]4[CH:10]=[CH:9][N:8]=[C:7]([NH2:11])[C:6]=34)=[CH:31][CH:32]=2)[N:27]=[C:26]([C:43]2[CH:48]=[CH:47][CH:46]=[CH:45][CH:44]=2)[CH:25]=1 |f:2.3.4,8.9,^1:65,67,86,105|. Reagents/catalysts: C=1C=CC(=CC1)[P](C=2C=CC=CC2)(C=3C=CC=CC3)[Pd]([P](C=4C=CC=CC4)(C=5C=CC=CC5)C=6C=CC=CC6)([P](C=7C=CC=CC7)(C=8C=CC=CC8)C=9C=CC=CC9)[P](C=1C=CC=CC1)(C=1C=CC=CC1)C=1C=CC=CC1 (tetrakis(triphenylphosphine)palladium(0)). The reactants are IC=1N=C(N2C1C(=NC=C2)N)C2CC(C2)N2CCN(CC2)C (1-iodo-3-[3-(4-methyl-piperazin-1-yl)-cyclobutyl]-imidazo[1,5-a]pyrazin-8-ylamine), CC1=CC(=NC2=CC(=CC=C12)B1OC(C(O1)(C)C)(C)C)C1=CC=CC=C1 (4-methyl-2-phenyl-7-(4,4,5,5-tetramethyl-[1,3,2]dioxaborolan-2-yl)-quinoline), C([O-])([O-])=O.[Cs+].[Cs+] (cesium carbonate). Run in COCCOC (1,2-dimethoxyethane), O (water). The reactants are COC(C=O)OC, COc1ccc(N)cc1OCCN(C)C, COC(C)(C)C, CCO. Product: COc1ccc(NCC(OC)OC)cc1OCCN(C)C. Reaction SMILES: [CH3:16][O:17][CH:18]([CH:19]=[O:20])[O:21][CH3:22].[CH3:1][N:2]([CH2:3][CH2:4][O:5][c:6]1[cH:7][c:8]([NH2:9])[cH:10][cH:11][c:12]1[O:13][CH3:14])[CH3:15].[CH3:23][O:24][C:25]([CH3:26])([CH3:27])[CH3:28].[CH3:29][CH2:30][OH:31]>>[CH3:1][N:2]([CH2:3][CH2:4][O:5][c:6]1[cH:7][c:8]([NH:9][CH2:19][CH:18]([O:17][CH3:16])[O:21][CH3:22])[cH:10][cH:11][c:12]1[O:13][CH3:14])[CH3:15]. Yields the product CCOc1cc(C(C)(C)C)ncc1C1=NC(C)(c2ccc(Cl)cc2)C(C)(c2ccc(Cl)cc2)N1C(=O)N1CCC(CC(=O)NC(C)c2ccc(F)cc2)CC1. Reactants: CCOc1cc(C(C)(C)C)ncc1C1=NC(C)(c2ccc(Cl)cc2)C(C)(c2ccc(Cl)cc2)N1C(=O)N1CCC(CC(=O)O)CC1, CC(N)c1ccc(F)cc1. As a reaction SMILES: [C:1]([CH3:2])([CH3:3])([CH3:4])[c:5]1[cH:6][c:7]([O:44][CH2:45][CH3:46])[c:8]([C:11]2=[N:15][C:14]([CH3:16])([c:17]3[cH:18][cH:19][c:20]([Cl:23])[cH:21][cH:22]3)[C:13]([CH3:24])([c:25]3[cH:26][cH:27][c:28]([Cl:31])[cH:29][cH:30]3)[N:12]2[C:32](=[O:33])[N:34]2[CH2:35][CH2:36][CH:37]([CH2:40][C:41](=[O:42])[OH:43])[CH2:38][CH2:39]2)[cH:9][n:10]1.[F:47][c:48]1[cH:49][cH:50][c:51]([CH:54]([CH3:55])[NH2:56])[cH:52][cH:53]1>>[C:1]([CH3:2])([CH3:3])([CH3:4])[c:5]1[cH:6][c:7]([O:44][CH2:45][CH3:46])[c:8]([C:11]2=[N:15][C:14]([CH3:16])([c:17]3[cH:18][cH:19][c:20]([Cl:23])[cH:21][cH:22]3)[C:13]([CH3:24])([c:25]3[cH:26][cH:27][c:28]([Cl:31])[cH:29][cH:30]3)[N:12]2[C:32](=[O:33])[N:34]2[CH2:35][CH2:36][CH:37]([CH2:40][C:41](=[O:43])[NH:56][CH:54]([c:51]3[cH:50][cH:49][c:48]([F:47])[cH:53][cH:52]3)[CH3:55])[CH2:38][CH2:39]2)[cH:9][n:10]1. Starting materials: [Al+3], CCOC(=O)C1CCN(C(=O)OC(C)(C)C)CC1, CCCCCC, CCOCC, [H-], [H-], [H-], [H-], [Li+]. The product is CC(C)(C)OC(=O)N1CCC(CO)CC1. As a reaction SMILES: [Al+3:20].[C:1]([CH3:2])([CH3:3])([CH3:4])[O:5][C:6](=[O:7])[N:8]1[CH2:9][CH2:10][CH:11]([C:14](=[O:15])[O:16][CH2:17][CH3:18])[CH2:12][CH2:13]1.[CH3:25][CH2:26][CH2:27][CH2:28][CH2:29][CH3:30].[CH3:31][CH2:32][O:33][CH2:34][CH3:35].[H-:19].[H-:22].[H-:23].[H-:24].[Li+:21]>>[C:1]([CH3:2])([CH3:3])([CH3:4])[O:5][C:6](=[O:7])[N:8]1[CH2:9][CH2:10][CH:11]([CH2:14][OH:15])[CH2:12][CH2:13]1. The reactants are [OH-].[Na+] (NaOH), COC(CCC1=C(C=C(C=C1)OCC(C)C1=C(N=C(S1)C1=CC=C(C=C1)C(F)(F)F)C(C)C)C)=O (3-(4-{2-[4-Isopropyl-2-(4-trifluoromethyl-phenyl)-thiazol-5-yl]-propoxy}-2-methyl-phenyl)-propionic acid methyl ester), Cl (HCl). The solvent is C(C)OCC (diethyl ether), O1CCCC1 (tetrahydrofuran). Yields the product C(C)(C)C=1N=C(SC1C(COC1=CC(=C(C=C1)CCC(=O)O)C)C)C1=CC=C(C=C1)C(F)(F)F (3-(4-{2-[4-Isopropyl-2-(4-trifluoromethyl-phenyl)-thiazol-5-yl]-propoxy}-2-methyl-phenyl)-propionic acid). Reaction SMILES: C[O:2][C:3](=[O:35])[CH2:4][CH2:5][C:6]1[CH:11]=[CH:10][C:9]([O:12][CH2:13][CH:14]([C:16]2[S:20][C:19]([C:21]3[CH:26]=[CH:25][C:24]([C:27]([F:30])([F:29])[F:28])=[CH:23][CH:22]=3)=[N:18][C:17]=2[CH:31]([CH3:33])[CH3:32])[CH3:15])=[CH:8][C:7]=1[CH3:34].[OH-].[Na+].Cl>O1CCCC1.C(OCC)C>[CH:31]([C:17]1[N:18]=[C:19]([C:21]2[CH:22]=[CH:23][C:24]([C:27]([F:29])([F:30])[F:28])=[CH:25][CH:26]=2)[S:20][C:16]=1[CH:14]([CH3:15])[CH2:13][O:12][C:9]1[CH:10]=[CH:11][C:6]([CH2:5][CH2:4][C:3]([OH:35])=[O:2])=[C:7]([CH3:34])[CH:8]=1)([CH3:32])[CH3:33] |f:1.2|. Reported procedure: 3-(4-{2-[4-Isopropyl-2-(4-trifluoromethyl-phenyl)-thiazol-5-yl]-propoxy}-2-methyl-phenyl)-propionic acid methyl ester (239 mg, 0.4725 mmol) is dissolved in tetrahydrofuran (1 mL) and 5N NaOH (1 mL) is added. The mixture is heated to reflux until the conversion is complete. Upon complete conversion, the reaction is cooled to room temperature and 5N HCl (1 mL) is added. The mixture is diluted with diethyl ether and extracted with 1N HCl. The organic layer is washed with water and brine, then dried... Reactants: C(C)(C)(C)C=1N=C(C2=C(N1)N(N=N2)CC2=C(C=CC=C2)Cl)N2CCOCC2 (5-tert-Butyl-3-(2-chloro-benzyl)-7-morpholin-4-yl-3H-[1,2,3]triazolo[4,5-d]pyrimidine), C(C)(C)(C)C=1N=C(C2=C(N1)N(N=N2)CC2=C(C=CC=C2)Cl)Cl (5-tert-butyl-7-chloro-3-(2-chlorobenzyl)-3H-[1,2,3]triazolo[4,5-d]pyrimidine), CC1NCCC1 (2-methylpyrrolidine). The product is C(C)(C)(C)C=1N=C(C2=C(N1)N(N=N2)CC2=C(C=CC=C2)Cl)N2C(CCC2)C (5-tert-Butyl-3-(2-chloro-benzyl)-7-(2-methyl-pyrrolidin-1-yl)-3H-[1,2,3]triazolo[4,5-d]pyrimidine), solid. The yield is 70.0%. As a reaction SMILES: [C:1]([C:5]1[N:6]=[C:7]([N:22]2[CH2:27][CH2:26]O[CH2:24][CH2:23]2)[C:8]2[N:13]=[N:12][N:11]([CH2:14][C:15]3[CH:20]=[CH:19][CH:18]=[CH:17][C:16]=3[Cl:21])[C:9]=2[N:10]=1)([CH3:4])([CH3:3])[CH3:2].[C:28](C1N=C(Cl)C2N=NN(CC3C=CC=CC=3Cl)C=2N=1)(C)(C)C.CC1CCCN1>>[C:1]([C:5]1[N:6]=[C:7]([N:22]2[CH2:27][CH2:26][CH2:24][CH:23]2[CH3:28])[C:8]2[N:13]=[N:12][N:11]([CH2:14][C:15]3[CH:20]=[CH:19][CH:18]=[CH:17][C:16]=3[Cl:21])[C:9]=2[N:10]=1)([CH3:4])([CH3:3])[CH3:2]. Procedure details: In analogy to the procedure described for the synthesis of 5-tert-butyl-3-(2-chloro-benzyl)-7-morpholin-4-yl-3H-[1,2,3]triazolo[4,5-d]pyrimidine (example 1, step c), the title compound was prepared from 5-tert-butyl-7-chloro-3-(2-chlorobenzyl)-3H-[1,2,3]triazolo[4,5-d]pyrimidine and 2-methylpyrrolidine and isolated as white solid (13.0 mg, 70%). MS (m/e): 385.4 (MH+). Reactants: alcohol, N1(C)C(=O)N(C)C=2N=CN(C2C1=O)CC(=O)O (theophylline-7-acetic acid), N1(C)C(=O)N(C)C=2N=CN(C2C1=O)CC(=O)O (theophylline-7-acetic acid), C(C)OC=1C=C(CC2=NCCC3=CC(=C(C=C23)OCC)OCC)C=CC1OCC (1-(3',4'-diethoxy-benzyl)-6,7-diethoxy-3,4-dihydro-isoquinoline), C(C)OC=1C=C(CC2=[NH+]CCC3=CC(=C(C=C23)OCC)OCC)C=CC1OCC.N1(C)C(=O)N(C)C=2N=CN(C2C1=O)CC(=O)[O-] (1-(3',4'-diethoxybenzyl)-6,7-diethoxy-3,4-dihydroisoquinolinium theophylline-7-acetate), C(C)OC=1C=C(CC2=NCCC3=CC(=C(C=C23)OCC)OCC)C=CC1OCC (1-(3',4'-diethoxy-benzyl)-6,7-diethoxy-3,4-dihydro-isoquinoline), C(C)O (ethanol). Run in C(C)(C)O (isopropanol), O (water). Yields the product CCOC1=C(C=C(C=C1)CC2=NCCC3=CC(=C(C=C32)OCC)OCC)OCC.CN1C2=C(C(=O)N(C1=O)C)N(C=N2)CC(=O)O (Depogen), O.N1(C)C(=O)N(C)C=2N=CN(C2C1=O)CC(=O)[O-].C(C)OC=1C=C(CC2=[NH+]CCC3=CC(=C(C=C23)OCC)OCC)C=CC1OCC (1-(3',4'-diethoxy-benzyl)-6,7-diethoxy-3,4-dihydro-isoquinolinium-theophylline-7-acetate-monohydrate). As a reaction SMILES: [CH2:1]([O:3][C:4]1[CH:5]=[C:6]([CH:24]=[CH:25][C:26]=1[O:27][CH2:28][CH3:29])[CH2:7][C:8]1[C:17]2[C:12](=[CH:13][C:14]([O:21][CH2:22][CH3:23])=[C:15]([O:18][CH2:19][CH3:20])[CH:16]=2)[CH2:11][CH2:10][NH+:9]=1)[CH3:2].[N:30]1([C:41](=[O:42])[C:40]2[N:39]([CH2:43][C:44]([O-:46])=[O:45])[CH:38]=[N:37][C:36]=2[N:34]([CH3:35])[C:32]1=[O:33])[CH3:31].[CH2:47]([O:49][C:50]1[CH:51]=[C:52]([CH:70]=[CH:71][C:72]=1[O:73][CH2:74][CH3:75])[CH2:53][C:54]1[C:63]2[C:58](=[CH:59][C:60]([O:67][CH2:68][CH3:69])=[C:61]([O:64][CH2:65][CH3:66])[CH:62]=2)[CH2:57][CH2:56][N:55]=1)[CH3:48].[N:76]1([C:87](=[O:88])[C:86]2[N:85]([CH2:89][C:90]([OH:92])=[O:91])[CH:84]=[N:83][C:82]=2[N:80]([CH3:81])[C:78]1=[O:79])[CH3:77].C(O)C>O.C(O)(C)C>[CH3:29][CH2:28][O:27][C:26]1[CH:25]=[CH:24][C:6]([CH2:7][C:8]2[C:17]3[C:12](=[CH:13][C:14]([O:21][CH2:22][CH3:23])=[C:15]([O:18][CH2:19][CH3:20])[CH:16]=3)[CH2:11][CH2:10][N:9]=2)=[CH:5][C:4]=1[O:3][CH2:1][CH3:2].[CH3:35][N:34]1[C:32](=[O:33])[N:30]([CH3:31])[C:41](=[O:42])[C:40]2[N:39]([CH2:43][C:44]([OH:46])=[O:45])[CH:38]=[N:37][C:36]1=2.[OH2:49].[N:76]1([C:87](=[O:88])[C:86]2[N:85]([CH2:89][C:90]([O-:92])=[O:91])[CH:84]=[N:83][C:82]=2[N:80]([CH3:81])[C:78]1=[O:79])[CH3:77].[CH2:47]([O:49][C:50]1[CH:51]=[C:52]([CH:70]=[CH:71][C:72]=1[O:73][CH2:74][CH3:75])[CH2:53][C:54]1[C:63]2[C:58](=[CH:59][C:60]([O:67][CH2:68][CH3:69])=[C:61]([O:64][CH2:65][CH3:66])[CH:62]=2)[CH2:57][CH2:56][NH+:55]=1)[CH3:48] |f:0.1,7.8,9.10.11|. Procedure details: U.S. Pat. Nos. 4,814,336 and 4,820,838 disclose 1-(3',4'-diethoxybenzyl)-6,7-diethoxy-3,4-dihydroisoquinolinium-theophylline-7-acetate (Depogen). According to U.S. Pat. No. 4,820,838, Depogen is prepared by reacting equimolar amounts of 1-(3',4'-diethoxy-benzyl)-6,7-diethoxy-3,4-dihydro-isoquinoline with theophylline-7-acetic acid in an alcohol (preferably ethanol or isopropanol), cooling to precipitate a solid, and then filtering off the solid. In the process of U.S. Pat. No. 4,820,838 the crys...